This data is from the Open Reaction Database (ORD), a public repository of structured organic reaction records. The task is: describe an organic reaction: reactants, conditions, products, and yield The reactants are CC(C(=O)C1=CC=C(C(=O)O)C=C1)(C)C (4-(2,2-dimethyl-1-oxopropyl)-benzoic acid), S(=O)(Cl)Cl (thionyl chloride). Run in CN(C=O)C (dimethylformamide). Conditions: temperature 50 celsius. The product is CC(C(=O)C1=CC=C(C(=O)Cl)C=C1)(C)C (4-(2,2-dimethyl-1-oxopropyl)-benzoyl chloride). RXN SMILES: [CH3:1][C:2]([CH3:15])([CH3:14])[C:3]([C:5]1[CH:13]=[CH:12][C:8]([C:9](O)=[O:10])=[CH:7][CH:6]=1)=[O:4].S(Cl)([Cl:18])=O>CN(C)C=O>[CH3:1][C:2]([CH3:15])([CH3:14])[C:3]([C:5]1[CH:13]=[CH:12][C:8]([C:9]([Cl:18])=[O:10])=[CH:7][CH:6]=1)=[O:4]. Procedure: A mixture of 150.0 g (0.725 mol) of 4-(2,2-dimethyl-1-oxopropyl)-benzoic acid and 0.3 ml of dimethylformamide are added with stirring at 22° C. to 30° C. to 180 ml (2.47 mol) of thionyl chloride over a period of 60 minutes. The resulting solution is heated to an internal temperature of 85° to 90° C., and maintained at this temperature for 15 minutes. The solution is allowed to cool to 50° C. to remove as much thionyl chloride as possible by vacuum distillation (20-30 torr) at an internal tempera... Reactants: BrC1(CC=CC(=C1)C1=CC=CC=C1)C1=CC=CC=C1 (3-bromo-[3,1′;5,1″]terphenyl), [Mg] (magnesium), BrC=1C=C(C#N)C=CC1 (3-bromobenzonitrile), C(C)(=O)OCC (ethyl acetate). Run in O1CCCC1 (tetrahydrofuran), O1CCCC1 (tetrahydrofuran), O (water). Reaction conditions: temperature -40 celsius. The product is BrC=1C=C(C=CC1)C(=O)C=1C=C(C=C(C1)C1=CC=CC=C1)C1=CC=CC=C1 ((3-bromophenyl)-[1,1′;3′,1″]terphenyl-5′-ylmethanone). Reaction SMILES: Br[C:2]1([C:14]2[CH:19]=[CH:18][CH:17]=[CH:16][CH:15]=2)[CH:7]=[C:6]([C:8]2[CH:13]=[CH:12][CH:11]=[CH:10][CH:9]=2)[CH:5]=[CH:4][CH2:3]1.[Mg].[Br:21][C:22]1[CH:23]=[C:24]([CH:27]=[CH:28][CH:29]=1)[C:25]#N.C(OCC)(=[O:32])C>O1CCCC1.O>[Br:21][C:22]1[CH:23]=[C:24]([C:25]([C:4]2[CH:3]=[C:2]([C:14]3[CH:19]=[CH:18][CH:17]=[CH:16][CH:15]=3)[CH:7]=[C:6]([C:8]3[CH:13]=[CH:12][CH:11]=[CH:10][CH:9]=3)[CH:5]=2)=[O:32])[CH:27]=[CH:28][CH:29]=1. Reported procedure: A solution of 20.0 g (64.7 mmol) of 3-bromo-[3,1′;5,1″]terphenyl in 300 ml of tetrahydrofuran is slowly added dropwise to 1.7 g (71.2 mmol) of magnesium turnings, and the mixture is heated under reflux for 3 h. The solution is then cooled to −40° C., and a solution of 11.8 g (65 mmol) of 3-bromobenzonitrile in 100 ml of tetrahydrofuran is added dropwise. After the addition, the solution is heated under reflux for 6 h. After cooling, 600 ml of ethyl acetate and 400 ml of water are added, and the ... Reported procedure: Anhydrous methanolic HCl was prepared by dissolving 6.4 mL (90.0 mmol) of acetyl chloride in 100 mL of methanol 10.0 gm (89.3 mmol) of 1-amino-1,2,4-triazole (approximately 75% pure) was added and the solvent was removed to afford a white solid which was dried in vacuo. A portion (4.62 g, 28.7 mmol) of the solid was suspended in 100 mL of 1,2-dichloroethane and 4.0 mL (24.5 mmol) of benzophenone imine were added. The mixture was heated at reflux for 16 h. After cooling to room temperature, it wa... The solvent is C(Cl)Cl (methylene chloride), ClCCCl (1,2-dichloroethane). Yields the product Cl (HCl), C1(=CC=CC=C1)C(=NN1N=CN=C1)C1=CC=CC=C1 (N-(Diphenylmethylene)-1H-1,2,4-triazol-1-amine). RXN SMILES: C([Cl:4])(=O)C.CO.[C:7](=[NH:20])([C:14]1[CH:19]=[CH:18][CH:17]=[CH:16][CH:15]=1)[C:8]1[CH:13]=[CH:12][CH:11]=[CH:10][CH:9]=1.N[N:22]1[CH:26]=[N:25][CH:24]=[N:23]1>ClCCCl.C(Cl)Cl>[ClH:4].[C:8]1([C:7]([C:14]2[CH:15]=[CH:16][CH:17]=[CH:18][CH:19]=2)=[N:20][N:22]2[CH:26]=[N:25][CH:24]=[N:23]2)[CH:13]=[CH:12][CH:11]=[CH:10][CH:9]=1. Starting materials: solid, C(C1=CC=CC=C1)(C1=CC=CC=C1)=N (benzophenone imine), C(C)(=O)Cl (acetyl chloride), CO (methanol), NN1N=CN=C1 (1-amino-1,2,4-triazole).